This data is from the Open Reaction Database (ORD), a public repository of structured organic reaction records. The task is: describe an organic reaction: reactants, conditions, products, and yield The reactants are CC(C)=O, O=[N+]([O-])c1ccc(N2CCNCC2)cc1, O. Product: CC(C)N1CCN(c2ccc([N+](=O)[O-])cc2)CC1. Reaction SMILES: [CH3:16][C:17]([CH3:18])=[O:19].[N+:1](=[O:2])([O-:3])[c:4]1[cH:5][cH:6][c:7]([N:10]2[CH2:11][CH2:12][NH:13][CH2:14][CH2:15]2)[cH:8][cH:9]1.[OH2:20]>>[N+:1](=[O:2])([O-:3])[c:4]1[cH:5][cH:6][c:7]([N:10]2[CH2:11][CH2:12][N:13]([CH:17]([CH3:16])[CH3:18])[CH2:14][CH2:15]2)[cH:8][cH:9]1.